The task is: describe an organic reaction: reactants, conditions, products, and yield. This data is from the Open Reaction Database (ORD), a public repository of structured organic reaction records. Starting materials: C1(C=CC(N1)=O)=O (maleimide), C(=C)OCCCCCCCCCC (n-decyl vinyl ether), CCCCC (pentane). The solvent is C1(CCCCC1)=O (cyclohexanone). Conditions: temperature 60 celsius, time 6 hour. Yields the product C1(C=CC(N1)=O)=O.C(=C)OCCCCCCCCCC (Maleimide Decyl Vinyl Ether). Yield: 78.7%. RXN SMILES: [C:1]1(=[O:7])[NH:5][C:4](=[O:6])[CH:3]=[CH:2]1.[CH:8]([O:10][CH2:11][CH2:12][CH2:13][CH2:14][CH2:15][CH2:16][CH2:17][CH2:18][CH2:19][CH3:20])=[CH2:9].CCCCC>C1(=O)CCCCC1>[C:4]1(=[O:6])[NH:5][C:1](=[O:7])[CH:2]=[CH:3]1.[CH:8]([O:10][CH2:11][CH2:12][CH2:13][CH2:14][CH2:15][CH2:16][CH2:17][CH2:18][CH2:19][CH3:20])=[CH2:9] |f:4.5|. Reported procedure: To a solution of 0.02 moles (1.94 gm) of recrystallized maleimide in 20 ml of distilled cyclohexanone were added 0.02 moles (3.69 gm) of n-decyl vinyl ether which had been purified by passing through a silica adsorption column. To the mixture were then added 380 μl of dodecanethiol followed by 26 mg of azobisisobutyrlnitrile. The vessel was then sealed and deoxygenated with argon followed by placement in an oil bath where the temperature was maintained at 60° C. After 6 hours, the reaction mixtu... Reaction SMILES: [CH3:1][C:2]1[N:3]=[CH:4][S:5][C:6]=1[C:7]([OH:9])=O.CN(C)P(N(C)C)(N(C)C)=O.C(Cl)([Cl:23])=O>C1(C)C=CC=CC=1>[CH3:1][C:2]1[N:3]=[CH:4][S:5][C:6]=1[C:7]([Cl:23])=[O:9]. Reported procedure: In a similar apparatus to Example 1, 7.2 g (0.05 mole) of 4-methylthiazole-5-carboxylic acid were suspended in 100 ml of toluene, followed by the addition of 0.02 g of hexamethylphosphoramide Under heating and reflux, phosgene was blown at a rate of 1.2 l/hr for 2.5 hours (0.13 mole). After completion of the blowing, stirring was continued for additional 2 hours. After completion of the reaction, the reaction mixture was filtered and the filtrate was concentrated to obtain 8.0 g of 4-methylthiaz... Solvent: C1(=CC=CC=C1)C (toluene). Starting materials: CC=1N=CSC1C(=O)O (4-methylthiazole-5-carboxylic acid), CN(P(=O)(N(C)C)N(C)C)C (hexamethylphosphoramide), C(=O)(Cl)Cl (phosgene). Yields the product CC=1N=CSC1C(=O)Cl (4-methylthiazole-5-carboxylic acid chloride). Run at time 2 hour. The reactants are C(CC=C)[Mg]Br (but-3-enyl magnesium bromide), ClC=1N=C(C2=C(N1)C(CC2)C2=CC=CC=C2)Cl (2,4-dichloro-7-phenyl-6,7-dihydro-5H-cyclopenta[d]pyrimidine), Fe(acac)2, C1CCOC1 (THF), C(CC=C)[Mg]Br (but-3-enyl magnesium bromide). Solvent: CN1CCCC1=O (NMP). Reaction conditions: temperature -78 celsius, time 1 hour. Product: C(CC=C)C=1C2=C(N=C(N1)Cl)C(CC2)C2=CC=CC=C2 (4-(but-3-enyl)-2-chloro-7-phenyl-6,7-dihydro-5H-cyclopenta[d]pyrimidine). Isolated yield 51.2%. Reaction SMILES: [Cl:1][C:2]1[N:3]=[C:4](Cl)[C:5]2[CH2:10][CH2:9][CH:8]([C:11]3[CH:16]=[CH:15][CH:14]=[CH:13][CH:12]=3)[C:6]=2[N:7]=1.[CH2:18]1[CH2:22]O[CH2:20][CH2:19]1.C([Mg]Br)CC=C>CN1C(=O)CCC1>[CH2:20]([C:4]1[C:5]2[CH2:10][CH2:9][CH:8]([C:11]3[CH:16]=[CH:15][CH:14]=[CH:13][CH:12]=3)[C:6]=2[N:7]=[C:2]([Cl:1])[N:3]=1)[CH2:19][CH:18]=[CH2:22]. Procedure: A 250 mL three-neck round bottom flask equipped with a refluxed condenser and nitrogen inlet was charged with 2,4-dichloro-7-phenyl-6,7-dihydro-5H-cyclopenta[d]pyrimidine (2 g, 7.54 mmol), Fe(acac)2 (0.400 g, 1.131 mmol), THF (84 mL) and NMP (6.4 mL). The resulting solution was cooled to −78° C. and but-3-enyl magnesium bromide was added (20 mL) dropwise over twenty min. During the addition, the color of the reaction mixture changed from deep red to brown. After stirring for 1 h at −78° C., anot... Procedure details: Following the procedure of Example 97, the reaction of imidazole with 2-chloro-5,6,7,8-tetrahydro-4-(4-fluorobenzylamino)-[1]-benzothieno-[2,3-d]-pyrimidine gives 2-(imidazol-1-yl)-5,6,7,8-tetrahydro-4-(4-fluorobenzylamino)-[1-benzothieno-[2,3-d]-pyrimidine. Product: N1=CN=CC2=C1SC1=C2C=CC=C1 (1-benzothieno-[2,3-d]-pyrimidine). Reaction SMILES: N1C=CN=C1.Cl[C:7]1[N:8]=[C:9](NCC2C=CC(F)=CC=2)[C:10]2[C:15]3[CH2:16][CH2:17][CH2:18][CH2:19][C:14]=3[S:13][C:11]=2[N:12]=1>>[N:12]1[C:11]2[S:13][C:14]3[CH:19]=[CH:18][CH:17]=[CH:16][C:15]=3[C:10]=2[CH:9]=[N:8][CH:7]=1. The reactants are N1C=NC=C1 (imidazole), ClC=1N=C(C2=C(N1)SC1=C2CCCC1)NCC1=CC=C(C=C1)F (2-chloro-5,6,7,8-tetrahydro-4-(4-fluorobenzylamino)-[1]-benzothieno-[2,3-d]-pyrimidine). The product is COC1=C(C=2C3=C(C(NC2C(=C1)C)=O)SC=C3)C3=CC=C(C=C3)C(CNC(OC(C)(C)C)=O)CC (tert-Butyl 2-(4-(8-methoxy-6-methyl-4-oxo-4,5-dihydrothieno[2,3-c]quinolin-9-yl)phenyl)butylcarbamate). The reactants are BrC=1C=2C3=C(C(NC2C(=CC1OC)C)=O)SC=C3 (9-brom-8-methoxy-6-methylthieno[2,3-c]quinolin-4(5H)-one), CC1(OB(OC1(C)C)C1=CC=C(C=C1)C(CNC(OC(C)(C)C)=O)CC)C (tert-butyl 2-(4-(4,4,5,5-tetramethyl-1,3,2-dioxaborolan-2-yl)phenyl)butylcarbamate). Reaction SMILES: Br[C:2]1[C:3]2[C:4]3[CH:18]=[CH:17][S:16][C:5]=3[C:6](=[O:15])[NH:7][C:8]=2[C:9]([CH3:14])=[CH:10][C:11]=1[O:12][CH3:13].CC1(C)C(C)(C)OB([C:27]2[CH:32]=[CH:31][C:30]([CH:33]([CH2:43][CH3:44])[CH2:34][NH:35][C:36](=[O:42])[O:37][C:38]([CH3:41])([CH3:40])[CH3:39])=[CH:29][CH:28]=2)O1>>[CH3:13][O:12][C:11]1[CH:10]=[C:9]([CH3:14])[C:8]2[NH:7][C:6](=[O:15])[C:5]3[S:16][CH:17]=[CH:18][C:4]=3[C:3]=2[C:2]=1[C:27]1[CH:28]=[CH:29][C:30]([CH:33]([CH2:43][CH3:44])[CH2:34][NH:35][C:36](=[O:42])[O:37][C:38]([CH3:39])([CH3:40])[CH3:41])=[CH:31][CH:32]=1. The yield is 33.1%. Reported procedure: Following General Procedure B, 9-brom-8-methoxy-6-methylthieno[2,3-c]quinolin-4(5H)-one (150 mg, 0.46 mmol) was reacted with tert-butyl 2-(4-(4,4,5,5-tetramethyl-1,3,2-dioxaborolan-2-yl)phenyl)butylcarbamate (240 mg, 0.64 mmol) to afford the desired product (75 mg, 33%) as a light brown solid: ESI MS m/z 493 [C28H12N2O4S+H]+. Reactants: NC1=NNC=N1 (3-Amino-1,2,4-triazole), FC(C(=O)O)(F)F (Trifluoroacetic acid). The solvent is O (water). Conditions: time 1 hour. Yields the product [O-]C(=O)C(F)(F)F.NC=1N[NH+]=CN1 (3-Amino-1,2,4-Triazolium TFA). As a reaction SMILES: [NH2:1][C:2]1[N:6]=[CH:5][NH:4][N:3]=1.[F:7][C:8]([F:13])([F:12])[C:9]([OH:11])=[O:10]>O>[O-:11][C:9]([C:8]([F:13])([F:12])[F:7])=[O:10].[NH2:1][C:2]1[NH:3][NH+:4]=[CH:5][N:6]=1 |f:3.4|. Reported procedure: 3-Amino-1,2,4-triazole (1.27 g, 15.14 mmol) was dissolved in 5 ml of distilled water. Trifluoroacetic acid (1.12 ml, 15.14 mmol) was added via syringe at room temperature and the reaction was stirred at room temperature for 1 hour. The water was removed in vacuo with heating to approximately 90° C. for 4 hours. The reactants are CC1(N2CCC(N3C(=O)NC4CCCCC43)CC2)CCNCC1, CCN(C(C)C)C(C)C, CCOC(=O)Cl, ClCCl. The product is CCOC(=O)N1CCC(C)(N2CCC(N3C(=O)NC4CCCCC43)CC2)CC1. Reaction SMILES: [CH3:1][C:2]1([N:8]2[CH2:9][CH2:10][CH:11]([N:14]3[C:15](=[O:23])[NH:16][CH:17]4[CH:18]3[CH2:19][CH2:20][CH2:21][CH2:22]4)[CH2:12][CH2:13]2)[CH2:3][CH2:4][NH:5][CH2:6][CH2:7]1.[CH:24]([N:25]([CH:26]([CH3:27])[CH3:28])[CH2:29][CH3:30])([CH3:31])[CH3:32].[Cl:33][C:34](=[O:35])[O:36][CH2:37][CH3:38].[Cl:39][CH2:40][Cl:41]>>[CH3:1][C:2]1([N:8]2[CH2:9][CH2:10][CH:11]([N:14]3[C:15](=[O:23])[NH:16][CH:17]4[CH:18]3[CH2:19][CH2:20][CH2:21][CH2:22]4)[CH2:12][CH2:13]2)[CH2:3][CH2:4][N:5]([C:34](=[O:35])[O:36][CH2:37][CH3:38])[CH2:6][CH2:7]1. Starting materials: O=c1c(Cc2cccnc2)cn2c3ccc(Br)cc3c3cc(O)cc1c32, CCC(=O)CBr, O=C([O-])[O-], CS(C)=O, [K+], [K+], O. The product is CCC(=O)COc1cc2c(=O)c(Cc3cccnc3)cn3c4ccc(Br)cc4c(c1)c23. Reaction SMILES: [Br:1][c:2]1[cH:3][cH:4][c:5]2[n:6]3[c:7]4[c:8]([cH:9][c:10]([OH:15])[cH:11][c:12]4[c:13]2[cH:14]1)[c:16](=[O:26])[c:17]([CH2:19][c:20]1[cH:21][n:22][cH:23][cH:24][cH:25]1)[cH:18]3.[Br:33][CH2:34][C:35]([CH2:36][CH3:37])=[O:38].[C:27](=[O:28])([O-:29])[O-:30].[CH3:40][S:41](=[O:42])[CH3:43].[K+:31].[K+:32].[OH2:39]>>[Br:1][c:2]1[cH:3][cH:4][c:5]2[n:6]3[c:7]4[c:8]([cH:9][c:10]([O:15][CH2:34][C:35]([CH2:36][CH3:37])=[O:38])[cH:11][c:12]4[c:13]2[cH:14]1)[c:16](=[O:26])[c:17]([CH2:19][c:20]1[cH:21][n:22][cH:23][cH:24][cH:25]1)[cH:18]3.